describe an organic reaction: reactants, conditions, products, and yield From a dataset of the Open Reaction Database (ORD), a public repository of structured organic reaction records. The reactants are ClC1=CC(=C(C=C1)C1=CC=C(C=C1)C(CCC(=O)OC)=O)F (4-(4′-chloro-2′-fluoro-biphenyl-4-yl)-4-oxo-butyric acid, methyl ester). Solvent: Cl (hydrochloric acid). Yields the product ClC1=CC(=C(C=C1)C1=CC=C(C=C1)C(CCC(=O)O)=O)F (4-(4′-chloro-2′-fluoro-biphenyl-4-yl)-4-oxo-butyric acid). Yield: 91.9%. Reaction SMILES: [Cl:1][C:2]1[CH:7]=[CH:6][C:5]([C:8]2[CH:13]=[CH:12][C:11]([C:14](=[O:21])[CH2:15][CH2:16][C:17]([O:19]C)=[O:18])=[CH:10][CH:9]=2)=[C:4]([F:22])[CH:3]=1>Cl>[Cl:1][C:2]1[CH:7]=[CH:6][C:5]([C:8]2[CH:9]=[CH:10][C:11]([C:14](=[O:21])[CH2:15][CH2:16][C:17]([OH:19])=[O:18])=[CH:12][CH:13]=2)=[C:4]([F:22])[CH:3]=1. Reported procedure: In a manner similar to Example 4, Step (b), 4-(4′-chloro-2′-fluoro-biphenyl-4-yl)-4-oxo-butyric acid, methyl ester (1.39 g, 0.00433 mol) was refluxed in 6 M hydrochloric acid to give 1.22 g of 4-(4′-chloro-2′-fluoro-biphenyl-4-yl)-4-oxo-butyric acid as a light purple solid; mp 127-129° C. The reactants are CC1=CC=C(C=C1)S(=O)(=O)OC[C@H]1[C@@H]([C@H](CO1)SCC1=CC=C(C=C1)OC)O (1,4-Anhydro-2-S-[(4-methoxyphenyl)methyl]-2-thio-L-arabinitol 5-(4-Methylbenzenesulfonate)), [N-]=[N+]=[N-].[Li+] (lithium azide). The solvent is CN(C=O)C (N,N-dimethylformamide). Run at temperature 70 celsius, time 65 hour. Yields the product N(=[N+]=[N-])C[C@H]1[C@@H]([C@H](CO1)SCC1=CC=C(C=C1)OC)O (1,4-Anhydro-5-azido-5-deoxy-2-S-[(4-methoxyphenyl)methyl]-2-thio-L-arabinitol). Isolated yield 32.6%. RXN SMILES: CC1C=CC(S(O[CH2:12][C@@H:13]2[O:17][CH2:16][C@H:15]([S:18][CH2:19][C:20]3[CH:25]=[CH:24][C:23]([O:26][CH3:27])=[CH:22][CH:21]=3)[C@H:14]2[OH:28])(=O)=O)=CC=1.[N-:29]=[N+:30]=[N-:31].[Li+]>CN(C)C=O>[N:29]([CH2:12][C@@H:13]1[O:17][CH2:16][C@H:15]([S:18][CH2:19][C:20]2[CH:25]=[CH:24][C:23]([O:26][CH3:27])=[CH:22][CH:21]=2)[C@H:14]1[OH:28])=[N+:30]=[N-:31] |f:1.2|. Procedure details: A mixture of 2.0 g of product from Example 324, 0.460 g of lithium azide and 2 ml of N,N-dimethylformamide is stirred at 70° C. for 65 hours. The reaction mixture is concentrated in vacuo. The residue is purified by chromatography (Silica gel: 30% ethyl acetate/hexane) to give 0.454 g of the desired product. Starting materials: C(#N)COC1=C2CCC=CC2=C(C=C1OC)F (1-Cyano-5,6-dimethoxy-8-fluoro-(3,4-dihydronaphthalene)), [BH4-].[Na+] (sodium borohydride). Product: C(#N)COC1=C2CCCCC2=C(C=C1OC)F (1-Cyano-5,6-dimethoxy-8-fluoro-(1,2,3,4-tetrahydronaphthalene)). Isolated yield 65.4%. Reaction SMILES: [C:1]([CH2:3][O:4][C:5]1[C:14]([O:15][CH3:16])=[CH:13][C:12]([F:17])=[C:11]2[C:6]=1[CH2:7][CH2:8][CH:9]=[CH:10]2)#[N:2].[BH4-].[Na+]>>[C:1]([CH2:3][O:4][C:5]1[C:14]([O:15][CH3:16])=[CH:13][C:12]([F:17])=[C:11]2[C:6]=1[CH2:7][CH2:8][CH2:9][CH2:10]2)#[N:2] |f:1.2|. Procedure: The product from Example 68 (2.5 g) was reduced with sodium borohydride (1.3 g) using the procedure of Example 2 to afford the product (1.65 g) in 66% yield.